The task is: describe an organic reaction: reactants, conditions, products, and yield. This data is from the Open Reaction Database (ORD), a public repository of structured organic reaction records. Reactants: CS(=O)(=O)Cl, CCO, CCN(C(C)C)C(C)C, ClCCl, Cl, [K+], CNC(=O)c1c2cc(C3CC3)c(N)cc2nn1-c1ccc(Br)cc1, [OH-]. The product is CNC(=O)c1c2cc(C3CC3)c(NS(C)(=O)=O)cc2nn1-c1ccc(Br)cc1. RXN SMILES: [CH3:34][S:35]([Cl:36])(=[O:37])=[O:38].[CH3:45][CH2:46][OH:47].[CH:25]([N:26]([CH2:27][CH3:28])[CH:29]([CH3:30])[CH3:31])([CH3:32])[CH3:33].[Cl:42][CH2:43][Cl:44].[ClH:41].[K+:40].[NH2:1][c:2]1[c:3]([CH:22]2[CH2:23][CH2:24]2)[cH:4][c:5]2[c:6]([C:18](=[O:19])[NH:20][CH3:21])[n:7](-[c:11]3[cH:12][cH:13][c:14]([Br:17])[cH:15][cH:16]3)[n:8][c:9]2[cH:10]1.[OH-:39]>>[NH:1]([c:2]1[c:3]([CH:22]2[CH2:23][CH2:24]2)[cH:4][c:5]2[c:6]([C:18](=[O:19])[NH:20][CH3:21])[n:7](-[c:11]3[cH:12][cH:13][c:14]([Br:17])[cH:15][cH:16]3)[n:8][c:9]2[cH:10]1)[S:35]([CH3:34])(=[O:37])=[O:38]. Reactants: OC1=CC=C(C=C1)CCC(C)=O (4-(4-hydroxyphenyl) butan-2-one), BrCC(=O)OC (methyl bromoacetate), C([O-])([O-])=O.[K+].[K+] (potassium carbonate), [I-].[K+] (potassium iodide). Run in CC(=O)C (acetone). Product: C(=O)(OC)COC1=CC=C(C=C1)CCC(C)=O (4-(4-Carbomethoxymethoxyphenyl) butan-2-one). Yield: 82.6%. As a reaction SMILES: [OH:1][C:2]1[CH:7]=[CH:6][C:5]([CH2:8][CH2:9][C:10](=[O:12])[CH3:11])=[CH:4][CH:3]=1.Br[CH2:14][C:15]([O:17][CH3:18])=[O:16].C(=O)([O-])[O-].[K+].[K+].[I-].[K+]>CC(C)=O>[C:15]([CH2:14][O:1][C:2]1[CH:3]=[CH:4][C:5]([CH2:8][CH2:9][C:10](=[O:12])[CH3:11])=[CH:6][CH:7]=1)([O:17][CH3:18])=[O:16] |f:2.3.4,5.6|. Reported procedure: A solution of 4-(4-hydroxyphenyl) butan-2-one (16.4 g), methyl bromoacetate (15.3 g, 8.5 ml), potassium carbonate (13.8 g) and a trace of potassium iodide in acetone (200 ml) was heated under reflux for 16 hours. The solution was filtered, evaporated and the residue dissolved in ether. The ether solution was shaken successively with 2 N sodium hydroxide solution, water, dried (MgSO4) and evaporated to give the title compound as an oil (19.5 g).